Task: describe an organic reaction: reactants, conditions, products, and yield. Dataset: the Open Reaction Database (ORD), a public repository of structured organic reaction records Yield: 92.2%. Product: COC=1C=C(C=CC1OC)C(C#N)=CC1=CC(=C(C=C1)OC)OC (2,3-Bis-(3,4Dimethoxy-phenyl)-acrylonitrile). Reactants: COC=1C=C(C=O)C=CC1OC (3,4-dimethoxybenzaldehyde), COC=1C=C(C=CC1OC)CC#N (3,4-dimethoxyphenyl-acetonitrile), CC[O-].[Na+] (sodium ethylate). The solvent is C(C)O (ethanol). As a reaction SMILES: [CH3:1][O:2][C:3]1[CH:4]=[C:5]([CH:8]=[CH:9][C:10]=1[O:11][CH3:12])[CH:6]=O.[CH3:13][O:14][C:15]1[CH:16]=[C:17]([CH2:23][C:24]#[N:25])[CH:18]=[CH:19][C:20]=1[O:21][CH3:22].CC[O-].[Na+]>C(O)C>[CH3:13][O:14][C:15]1[CH:16]=[C:17]([C:23](=[CH:6][C:5]2[CH:8]=[CH:9][C:10]([O:11][CH3:12])=[C:3]([O:2][CH3:1])[CH:4]=2)[C:24]#[N:25])[CH:18]=[CH:19][C:20]=1[O:21][CH3:22] |f:2.3|. Run at time 6 hour. Procedure: To a stirred solution of 3,4-dimethoxybenzaldehyde (1.66 g, 100 mmol) and 3,4-dimethoxyphenyl-acetonitrile (1.77 g, 10 mmol) in 50 ml of absolute ethanol, cooled at 0° C. and maintained under nitrogen atmosphere, sodium ethylate (30 mmol) was portionwise added (10 portions, 1 portion/2 min). After complete addition and stirring for further 6 h at room temperature the reaction mixture was cooled to 0° C. and a yellow precipitate occurs. This precipitate was filtered off, washed with ethanol (100 ... The reactants are C(C)(=O)N1CC(C2=CC=C(C=C12)NC1=NC=CC(=N1)NC=1C=NC2=CC=CC=C2C1)(C)C (N2-(1-acetyl-3,3-dimethyl-2,3-dihydro-1H-indol-6-yl)-N4-(3-quinolinyl)-2,4-pyrimidinediamine), C(=O)(O)[O-].[Na+] (NaHCO3), crude mixture, CCOC(=O)C (EtOAc). Reagents/catalysts: Cl (HCl). Run in CCO (EtOH). Product: CC1(CNC2=CC(=CC=C12)NC1=NC=CC(=N1)NC=1C=NC2=CC=CC=C2C1)C (N2-(3,3-Dimethyl-2,3-dihydro-1H-indol-6-yl)-N4-(3-quinolinyl)-2,4-pyrimidinediamine). RXN SMILES: C([N:4]1[C:12]2[C:7](=[CH:8][CH:9]=[C:10]([NH:13][C:14]3[N:19]=[C:18]([NH:20][C:21]4[CH:22]=[N:23][C:24]5[C:29]([CH:30]=4)=[CH:28][CH:27]=[CH:26][CH:25]=5)[CH:17]=[CH:16][N:15]=3)[CH:11]=2)[C:6]([CH3:32])([CH3:31])[CH2:5]1)(=O)C.CCOC(C)=O.C([O-])(O)=O.[Na+]>CCO.Cl>[CH3:31][C:6]1([CH3:32])[C:7]2[C:12](=[CH:11][C:10]([NH:13][C:14]3[N:19]=[C:18]([NH:20][C:21]4[CH:22]=[N:23][C:24]5[C:29]([CH:30]=4)=[CH:28][CH:27]=[CH:26][CH:25]=5)[CH:17]=[CH:16][N:15]=3)=[CH:9][CH:8]=2)[NH:4][CH2:5]1 |f:2.3|. Procedure: A mixture of N2-(1-acetyl-3,3-dimethyl-2,3-dihydro-1H-indol-6-yl)-N4-(3-quinolinyl)-2,4-pyrimidinediamine (Example 110, 170 mg, 0.266 mmol) was dissolved in EtOH (6 mL) and 10 drops conc. HCl were added. The mixture was heated to reflux in a sealed tube for 72 h. The crude mixture was poured into EtOAc (125 mL) and sat NaHCO3 (20 mL). The organics were dried over anhydrous MgSO4 and concentrated under reduced pressure. The crude product was purified via medium pressure liquid chromatography usin... Starting materials: C(C)(=O)OCC=1NC(=C(N1)C(C)(C)O)C(=O)OCC (ethyl 2-acetoxymethyl-4-(1-hydroxy-1-methylethyl)imidazole-5-carboxylate), CC(C)([O-])C.[K+] (potassium t-butoxide), C(C1=CC=CC=C1)(C1=CC=CC=C1)(C1=CC=CC=C1)N1N=NN=C1C1=C(C=CC=C1)C1=CC=C(CBr)C=C1 (4-[2-(trityltetrazol-5-yl)phenyl]benzyl bromide). The product is C(C)(=O)OCC=1N(C(=C(N1)C(C)(C)O)C(=O)OCC)CC1=CC=C(C=C1)C1=C(C=CC=C1)C1=NN=NN1C(C1=CC=CC=C1)(C1=CC=CC=C1)C1=CC=CC=C1 (Ethyl 2-acetoxymethyl-4-(1-hydroxy-1-methylethyl]-1-{4-[2-(trityltetrazol-5-yl)phenyl]phenyl}methylimidazole-5-carboxylate). The yield is 61.0%. RXN SMILES: [C:1]([O:4][CH2:5][C:6]1[NH:7][C:8]([C:15]([O:17][CH2:18][CH3:19])=[O:16])=[C:9]([C:11]([OH:14])([CH3:13])[CH3:12])[N:10]=1)(=[O:3])[CH3:2].CC(C)([O-])C.[K+].[C:26]([N:45]1[C:49]([C:50]2[CH:55]=[CH:54][CH:53]=[CH:52][C:51]=2[C:56]2[CH:63]=[CH:62][C:59]([CH2:60]Br)=[CH:58][CH:57]=2)=[N:48][N:47]=[N:46]1)([C:39]1[CH:44]=[CH:43][CH:42]=[CH:41][CH:40]=1)([C:33]1[CH:38]=[CH:37][CH:36]=[CH:35][CH:34]=1)[C:27]1[CH:32]=[CH:31][CH:30]=[CH:29][CH:28]=1>>[C:1]([O:4][CH2:5][C:6]1[N:7]([CH2:60][C:59]2[CH:58]=[CH:57][C:56]([C:51]3[CH:52]=[CH:53][CH:54]=[CH:55][C:50]=3[C:49]3[N:45]([C:26]([C:39]4[CH:44]=[CH:43][CH:42]=[CH:41][CH:40]=4)([C:33]4[CH:34]=[CH:35][CH:36]=[CH:37][CH:38]=4)[C:27]4[CH:32]=[CH:31][CH:30]=[CH:29][CH:28]=4)[N:46]=[N:47][N:48]=3)=[CH:63][CH:62]=2)[C:8]([C:15]([O:17][CH2:18][CH3:19])=[O:16])=[C:9]([C:11]([OH:14])([CH3:12])[CH3:13])[N:10]=1)(=[O:3])[CH3:2] |f:1.2|. Procedure: Following a procedure similar to that described in Example 82(a), but using 730 mg of ethyl 2-acetoxymethyl-4-(1-hydroxy-1-methylethyl)imidazole-5-carboxylate [prepared as described in Preparation 48(iii)], 320 mg of potassium t-butoxide and 2.11 g of 4-[2-(trityltetrazol-5-yl)phenyl]benzyl bromide and then purifying the product by column chromatography through silica gel using a 2:1 by volume mixture of hexane and ethyl acetate, 1.23 g of the title compound were obtained as a foam-like solid. Starting materials: ClC1=CC(=C(C=C1Cl)N)N (4,5-dichloro-1,2-phenylenediamine), CI (MeI), C1(CCCCC1)C1=CC=C(N)C=C1 (4-cyclohexylaniline), CCN(C(C)C)C(C)C (DIEA), C(=S)(Cl)Cl (thiophosgene). Solvent: CCO (EtOH), C(Cl)Cl (CH2Cl2). Run at temperature 40 celsius, time 1 hour. Yields the product ClC1=CC2=C(NC(=N2)NC2=CC=C(C=C2)C2CCCCC2)C=C1Cl (5,6-Dichloro-N-[4-(cyclohexyl)phenyl]-1H-benzimidazol-2-amine). Reaction SMILES: [CH:1]1([C:7]2[CH:13]=[CH:12][C:10]([NH2:11])=[CH:9][CH:8]=2)[CH2:6][CH2:5][CH2:4][CH2:3][CH2:2]1.[CH3:14]CN(C(C)C)C(C)C.C(Cl)(Cl)=S.[Cl:27][C:28]1[C:33]([Cl:34])=[CH:32][C:31]([NH2:35])=[C:30]([NH2:36])[CH:29]=1.CI>C(Cl)Cl.CCO>[Cl:27][C:28]1[C:33]([Cl:34])=[CH:32][C:31]2[NH:35][C:14]([NH:11][C:10]3[CH:9]=[CH:8][C:7]([CH:1]4[CH2:2][CH2:3][CH2:4][CH2:5][CH2:6]4)=[CH:13][CH:12]=3)=[N:36][C:30]=2[CH:29]=1. Reported procedure: To a stirring solution of 4-cyclohexylaniline (10 mmol, 1.75 g) and DIEA (21 mmol, 3.65 mL) in CH2Cl2 (10 mL) at 0° C. was added thiophosgene (10 mmol, 700 μL) dropwise. The solution was allowed to reach ambient temperature for 1 h, and 4,5-dichloro-1,2-phenylenediamine (10.5 mmol, 1.86 g) was added. The reaction mixture was heated to reflux for 2 h, then concentrated in vacuo. The residue was taken up in a solution of EtOH (5 mL) and MeI (20 mmol, 1.25 muL), heated at 40° C. for 16 h, and conce... The reactants are ClCCl, CC(C)CCCC(C)CC(C)O, [Na+], [Na+], O=[Cr](=O)([O-])O[Cr](=O)(=O)[O-], O, O=S(=O)(O)O. Yields the product CC(=O)CC(C)CCCC(C)C. As a reaction SMILES: [CH2:13]([Cl:14])[Cl:15].[CH3:1][CH:2]([CH2:3][CH:4]([CH3:5])[OH:6])[CH2:7][CH2:8][CH2:9][CH:10]([CH3:11])[CH3:12].[Na+:16].[Na+:17].[O-:18][Cr:19]([O:20][Cr:21](=[O:22])(=[O:23])[O-:24])(=[O:25])=[O:26].[OH2:32].[S:27](=[O:28])(=[O:29])([OH:30])[OH:31]>>[CH3:1][CH:2]([CH2:3][C:4]([CH3:5])=[O:6])[CH2:7][CH2:8][CH2:9][CH:10]([CH3:11])[CH3:12]. Reactants: O=C([O-])[O-], Clc1ncc(Cl)c(Cl)n1, ClCCl, [K+], [K+], Nc1cccc(N2CCOCC2)c1, C1CCOC1, O. The product is Clc1ncc(Cl)c(Nc2cccc(N3CCOCC3)c2)n1. RXN SMILES: [C:10](=[O:11])([O-:12])[O-:13].[Cl:1][c:2]1[n:3][cH:4][c:5]([Cl:9])[c:6]([Cl:8])[n:7]1.[Cl:35][CH2:36][Cl:37].[K+:14].[K+:15].[O:16]1[CH2:17][CH2:18][N:19]([c:22]2[cH:23][c:24]([NH2:25])[cH:26][cH:27][cH:28]2)[CH2:20][CH2:21]1.[O:30]1[CH2:31][CH2:32][CH2:33][CH2:34]1.[OH2:29]>>[Cl:1][c:2]1[n:3][cH:4][c:5]([Cl:9])[c:6]([NH:25][c:24]2[cH:23][c:22]([N:19]3[CH2:18][CH2:17][O:16][CH2:21][CH2:20]3)[cH:28][cH:27][cH:26]2)[n:7]1.